From a dataset of the Open Reaction Database (ORD), a public repository of structured organic reaction records. describe an organic reaction: reactants, conditions, products, and yield The reactants are OO (hydrogen-peroxide), O=O (oxygen), II (iodine), triiodide, O=C[C@H](O)[C@@H](O)[C@H](O)[C@H](O)CO (glucose), O=C[C@H](O)[C@@H](O)[C@H](O)[C@H](O)CO (D-glucose), [Na+].[Cl-] (NaCl). The solvent is P(=O)([O-])([O-])[O-].[Na+].[Na+].[Na+] (sodium phosphate). Conditions: time 8 hour. Yields the product O=C[C@H](O)[C@@H](O)[C@H](O)[C@H](O)CO (glucose), [I-] (iodide). Reaction SMILES: [O:1]=[CH:2][C@@H:3]([C@H:5]([C@@H:7]([C@@H:9]([CH2:11][OH:12])[OH:10])[OH:8])[OH:6])[OH:4].O=O.OO.[Na+].[Cl-].[I:19]I>P([O-])([O-])([O-])=O.[Na+].[Na+].[Na+]>[O:1]=[CH:2][C@@H:3]([C@H:5]([C@@H:7]([C@@H:9]([CH2:11][OH:12])[OH:10])[OH:8])[OH:6])[OH:4].[I-:19] |f:3.4,6.7.8.9|. Procedure: In a second set of experiments, glucose oxidase (D-glucose:oxygen 1-oxidoreductase; EC 1.1.3.4) (1 mg/ml) and horseradish peroxidase (donor:hydrogen-peroxide oxidoreductase; EC 1.11.1.7) (0.5 mg/ml) made up in 10 mM sodium phosphate buffer, 150 mM NaCl, pH 7.4, was loaded into the inner reservoir of the mechanical device. The device ring was closed and rinsed under distilled water. The device was then placed in a beaker containing approximately 20 ml 150 mM potassium iodide and 100 mg/ml glucose... Reactants: [N+](=O)([O-])C1=CC=C(COC(=O)C(C(=C)C)N2C(C(C2SN2C(C=3C(C2=O)=CC=CC3)=O)NC(COC3=CC=CC=C3)=O)=O)C=C1 (1-(1p-nitro-benzyloxycarbonyl-2-methylprop-2-enyl)-3-phenoxyacetamido-4-phthalimidothio-azetidin-2-one), BrN1C(CCC1=O)=O (N-bromosuccinimide), azoisobutyronitrile. Run in ClCCCl (1,2-dichloroethane). Reaction conditions: temperature 70 celsius. Product: [N+](=O)([O-])C1=CC=C(COC(=O)C(C(=C)CBr)N2C(C(C2SN2C(C=3C(C2=O)=CC=CC3)=O)NC(COC3=CC=CC=C3)=O)=O)C=C1 (1-(1-p-nitrobenzyloxycarbonyl-2-bromomethylprop-2-enyl)-3-phenoxyacetamido-4-phthalimidothioazetidin-2-one). Yield: 25.0%. As a reaction SMILES: [N+:1]([C:4]1[CH:45]=[CH:44][C:7]([CH2:8][O:9][C:10]([CH:12]([N:16]2[CH:19]([S:20][N:21]3[C:25](=[O:26])[C:24]4=[CH:27][CH:28]=[CH:29][CH:30]=[C:23]4[C:22]3=[O:31])[CH:18]([NH:32][C:33](=[O:42])[CH2:34][O:35][C:36]3[CH:41]=[CH:40][CH:39]=[CH:38][CH:37]=3)[C:17]2=[O:43])[C:13]([CH3:15])=[CH2:14])=[O:11])=[CH:6][CH:5]=1)([O-:3])=[O:2].[Br:46]N1C(=O)CCC1=O>ClCCCl>[N+:1]([C:4]1[CH:5]=[CH:6][C:7]([CH2:8][O:9][C:10]([CH:12]([N:16]2[CH:19]([S:20][N:21]3[C:22](=[O:31])[C:23]4=[CH:30][CH:29]=[CH:28][CH:27]=[C:24]4[C:25]3=[O:26])[CH:18]([NH:32][C:33](=[O:42])[CH2:34][O:35][C:36]3[CH:41]=[CH:40][CH:39]=[CH:38][CH:37]=3)[C:17]2=[O:43])[C:13]([CH2:15][Br:46])=[CH2:14])=[O:11])=[CH:44][CH:45]=1)([O-:3])=[O:2]. Procedure: A mixture of 1.26 g (2 mmoles) of 1-(1p-nitro-benzyloxycarbonyl-2-methylprop-2-enyl)-3-phenoxyacetamido-4-phthalimidothio-azetidin-2-one, 0.71 g (4 mmoles) of N-bromosuccinimide, 50 mg (0.3 mmole) of azoisobutyronitrile and 80 ml of 1,2-dichloroethane was heated in the dark under nitrogen at 70° C for 3 hours. After washing twice with a sodium metabisulfite solution and with water, the reaction mixture was dried and concentrated to a small volume. After treating the residue with hexane, 1.2 g of... The reactants are ClCCC(=O)OCC (ethyl 3-chloropropionate), C(C)OC(C)=NOCCN(C[C@@H]1[C@H]([C@H]([C@@H](O1)N1C(=NC=2C(N)=NC=NC12)C)O)O)C (5′-Deoxy-5′-[[2-[[(1-ethoxyethylidene)amino]oxy]ethyl]methylamino]-8-methyladenosine), C(=O)(OCC)CCN(C[C@@H]1[C@H]([C@H]([C@@H](O1)N1C(=NC=2C(N)=NC=NC12)C)O)O)C (5′-[(carboethoxyethyl)methyamino]-5′-Deoxy-8-methyladenosine), CCN(C(C)C)C(C)C (DIEA), CNC[C@@H]1[C@H]([C@H]([C@@H](O1)N1C(=NC=2C(N)=NC=NC12)CC)O)O (5′-Deoxy-5′-methylamino-8-ethyladenosine). Solvent: CN(C)C=O (DMF). Product: C(=O)(OCC)CCN(C[C@@H]1[C@H]([C@H]([C@@H](O1)N1C(=NC=2C(N)=NC=NC12)CC)O)O)C (5′-[(carboethoxyethyl)methyamino]-5′-Deoxy-8-ethyladenosine). Reaction SMILES: [CH2:1](OC(=NOCCN(C)C[C@H]1O[C@@H](N2C3N=CN=C(N)C=3N=C2C)[C@H](O)[C@@H]1O)C)C.[C:31]([CH2:36][CH2:37][N:38]([CH3:58])[CH2:39][C@H:40]1[O:44][C@@H:43]([N:45]2[C:54]3[N:53]=[CH:52][N:51]=[C:49]([NH2:50])[C:48]=3[N:47]=[C:46]2[CH3:55])[C@H:42]([OH:56])[C@@H:41]1[OH:57])([O:33][CH2:34][CH3:35])=[O:32].CNC[C@H]1O[C@@H](N2C3N=CN=C(N)C=3N=C2CC)[C@H](O)[C@@H]1O.ClCCC(OCC)=O.CCN(C(C)C)C(C)C>CN(C=O)C>[C:31]([CH2:36][CH2:37][N:38]([CH3:58])[CH2:39][C@H:40]1[O:44][C@@H:43]([N:45]2[C:54]3[N:53]=[CH:52][N:51]=[C:49]([NH2:50])[C:48]=3[N:47]=[C:46]2[CH2:55][CH3:1])[C@H:42]([OH:56])[C@@H:41]1[OH:57])([O:33][CH2:34][CH3:35])=[O:32]. Reported procedure: Compound 33b was prepared by the same procedure as described for the preparation of 6a and 33a using 4b (260 mg, 0.84 mm), ethyl 3-chloropropionate (138 mg, 1.0 mm), DIEA (53 mg, 0.07 ml, 0.41 mm), and DMF (4 ml). After column chromatography (elution with 7:1:0.1 chloroform:methanol:NH4OH), a glassy sticky solid was obtained: yield 153 mg (44%), MS: m/z 409 (M+H)+; 1HNMR (DMSO-d6) δ 8.08 (s, 1H, H-2), 7.10 (bs, 2H, 6-NH2), 5.71 (d, 1H, H-1′, J1′,2′=5.5 Hz), 5.32 (bd, 1H, OH-2′, J2′-2′OH=5.0 Hz),... Starting materials: O=C1CCC(=O)N1Br, Cc1cnc(C(=O)N(C)C)c(=O)n1-c1cccc(C(F)(F)F)c1, CN(C)C=O. The product is Cc1c(Br)nc(C(=O)N(C)C)c(=O)n1-c1cccc(C(F)(F)F)c1. As a reaction SMILES: [Br:24][N:25]1[C:26](=[O:27])[CH2:28][CH2:29][C:30]1=[O:31].[CH3:1][N:2]([C:3](=[O:4])[c:5]1[n:6][cH:7][c:8]([CH3:22])[n:9](-[c:12]2[cH:13][c:14]([C:18]([F:19])([F:20])[F:21])[cH:15][cH:16][cH:17]2)[c:10]1=[O:11])[CH3:23].[O:32]=[CH:33][N:34]([CH3:35])[CH3:36]>>[CH3:1][N:2]([C:3](=[O:4])[c:5]1[n:6][c:7]([Br:24])[c:8]([CH3:22])[n:9](-[c:12]2[cH:13][c:14]([C:18]([F:19])([F:20])[F:21])[cH:15][cH:16][cH:17]2)[c:10]1=[O:11])[CH3:23]. Starting materials: O (water), COC1=C(C=CC(=C1)OC)C1(O)[C@H](OCC2=CC=CC=C2)[C@@H](OCC2=CC=CC=C2)[C@H](OCC2=CC=CC=C2)[C@H](O1)COCC1=CC=CC=C1 (1-(2,4-dimethoxyphenyl)-2,3,4,6-tetra-O-benzyl-D-glucopyranose), C(C)[SiH](CC)CC (triethylsilane), C([O-])([O-])=O.[K+].[K+] (potassium carbonate). Run in C(C)#N (acetonitrile). Conditions: time 8 hour. Yields the product C(C1=CC=CC=C1)O[C@H]1[C@@H](O[C@@H]([C@H]([C@@H]1OCC1=CC=CC=C1)OCC1=CC=CC=C1)COCC1=CC=CC=C1)C1=C(C=C(C=C1)OC)OC (1-Deoxy-2,3,4,6-tetra-O-benzyl-1-(2,4-dimethoxyphenyl)-β-D-glucopyranose). Isolated yield 66.3%. As a reaction SMILES: [CH3:1][O:2][C:3]1[CH:8]=[C:7]([O:9][CH3:10])[CH:6]=[CH:5][C:4]=1[C:11]1([O:41][C@H:40]([CH2:42][O:43][CH2:44][C:45]2[CH:50]=[CH:49][CH:48]=[CH:47][CH:46]=2)[C@@H:31]([O:32][CH2:33][C:34]2[CH:39]=[CH:38][CH:37]=[CH:36][CH:35]=2)[C@H:22]([O:23][CH2:24][C:25]2[CH:30]=[CH:29][CH:28]=[CH:27][CH:26]=2)[C@H:13]1[O:14][CH2:15][C:16]1[CH:21]=[CH:20][CH:19]=[CH:18][CH:17]=1)O.C([SiH](CC)CC)C.C(=O)([O-])[O-].[K+].[K+].O>C(#N)C>[CH2:15]([O:14][C@@H:13]1[C@@H:22]([O:23][CH2:24][C:25]2[CH:26]=[CH:27][CH:28]=[CH:29][CH:30]=2)[C@H:31]([O:32][CH2:33][C:34]2[CH:39]=[CH:38][CH:37]=[CH:36][CH:35]=2)[C@@H:40]([CH2:42][O:43][CH2:44][C:45]2[CH:46]=[CH:47][CH:48]=[CH:49][CH:50]=2)[O:41][C@H:11]1[C:4]1[CH:5]=[CH:6][C:7]([O:9][CH3:10])=[CH:8][C:3]=1[O:2][CH3:1])[C:16]1[CH:17]=[CH:18][CH:19]=[CH:20][CH:21]=1 |f:2.3.4|. Procedure details: To a solution of 1-(2,4-dimethoxyphenyl)-2,3,4,6-tetra-O-benzyl-D-glucopyranose (1.7 g) and triethylsilane (0.59 g) in acetonitrile (20 mL) was added boron trifluoride diethyl ether complex (0.40 g) under ice-cooling, and the mixture was warmed to room temperature and stirred overnight. A saturated potassium carbonate aqueous solution was added to the reaction mixture, and the mixture was stirred for 30 minutes. The mixture was poured into water, and the mixture was extracted with diethyl ether.... The reactants are C[C@]12C(C([C@H](CC1)C2(C)C)=O)=O ((1S,4R)-1,7,7-trimethyl-bicyclo[2.2.1]heptane-2,3-dione), COP(OC)(=O)CC(=O)C1=C(C=CC=C1)OC ([2-(2-Methoxy-phenyl)-2-oxo-ethyl]-phosphonic acid dimethyl ester), O.NN (hydrazine monohydrate). The product is COC1=C(C=CC=C1)C1=NN=C2[C@]3(CC[C@@H](C2=C1)C3(C)C)C ((1S,8R)-5-(2-Methoxy-phenyl)-1,11,11-trimethyl-3,4-diaza-tricyclo[6.2.1.02,7]undeca-2,4,6-triene). Procedure: yellow solid. MS (EI): 294.3 (M+). Prepared from (1S,4R)-1,7,7-trimethyl-bicyclo[2.2.1]heptane-2,3-dione, [2-(2-Methoxy-phenyl)-2-oxo-ethyl]-phosphonic acid dimethyl ester, hydrazine monohydrate As a reaction SMILES: [CH3:1][C@@:2]12[C:8]([CH3:10])([CH3:9])[C@@H:5]([CH2:6][CH2:7]1)[C:4](=O)[C:3]2=O.COP([CH2:19][C:20]([C:22]1[CH:27]=[CH:26][CH:25]=[CH:24][C:23]=1[O:28][CH3:29])=O)(=O)OC.O.[NH2:31][NH2:32]>>[CH3:29][O:28][C:23]1[CH:24]=[CH:25][CH:26]=[CH:27][C:22]=1[C:20]1[CH:19]=[C:4]2[C:3]([C@:2]3([CH3:1])[C:8]([CH3:10])([CH3:9])[C@H:5]2[CH2:6][CH2:7]3)=[N:32][N:31]=1 |f:2.3|. Starting materials: O, O=[N+]([O-])O, Cc1nc(O)cc(O)n1. Product: Cc1nc(O)c([N+](=O)[O-])c(O)n1. Reaction SMILES: [OH2:14].[OH:1][N+:2]([O-:3])=[O:4].[OH:5][c:6]1[n:7][c:8]([CH3:13])[n:9][c:10]([OH:12])[cH:11]1>>[O-:1][N+:2](=[O:4])[c:11]1[c:6]([OH:5])[n:7][c:8]([CH3:13])[n:9][c:10]1[OH:12]. Reactants: C(C)(=O)N1C(CCC1C)C1=CC(=C(C=C1F)NC(=O)C1=NC=CC=C1)[N+](=O)[O-] (N-(4-(1-acetyl-5-methylpyrrolidin-2-yl)-5-fluoro-2-nitrophenyl)pyridine-2-carboxamide), CC1=CC=C(C=N1)O (6-methylpyridin-3-ol). Product: C(C)(=O)N1C(CCC1C)C=1C(=CC2=C(NC(=N2)C2=NC=CC=C2)C1)OC=1C=NC(=CC1)C (6-(1-Acetyl-5-methylpyrrolidin-2-yl)-5-((6-methylpyridin-3-yl)oxy)-2-pyridin-2-yl-1H-benzimidazole). Reaction SMILES: [C:1]([N:4]1[CH:8]([CH3:9])[CH2:7][CH2:6][CH:5]1[C:10]1[C:15](F)=[CH:14][C:13]([NH:17][C:18]([C:20]2[CH:25]=[CH:24][CH:23]=[CH:22][N:21]=2)=O)=[C:12]([N+:26]([O-])=O)[CH:11]=1)(=[O:3])[CH3:2].[CH3:29][C:30]1[N:35]=[CH:34][C:33]([OH:36])=[CH:32][CH:31]=1>>[C:1]([N:4]1[CH:8]([CH3:9])[CH2:7][CH2:6][CH:5]1[C:10]1[C:15]([O:36][C:33]2[CH:34]=[N:35][C:30]([CH3:29])=[CH:31][CH:32]=2)=[CH:14][C:13]2[N:17]=[C:18]([C:20]3[CH:25]=[CH:24][CH:23]=[CH:22][N:21]=3)[NH:26][C:12]=2[CH:11]=1)(=[O:3])[CH3:2]. Reported procedure: The entitled compound was obtained as a pale yellow solid in the same method as in Example 338 (step 5) or in accordance with the method or by combining it with an ordinary method but using N-(4-(1-acetyl-5-methylpyrrolidin-2-yl)-5-fluoro-2-nitrophenyl)pyridine-2-carboxamide obtained in Example 545 and 6-methylpyridin-3-ol. Starting materials: CCOC(=N)CS(=O)(=O)c1ccccc1, Cc1cc(C(=O)NN)oc1C, ClC(Cl)Cl, Cl. The product is Cc1cc(C(=O)NN=C(N)CS(=O)(=O)c2ccccc2)oc1C. RXN SMILES: [CH2:2]([O:3][C:5]([CH2:6][S:7](=[O:8])(=[O:9])[c:10]1[cH:11][cH:12][cH:13][cH:14][cH:15]1)=[NH:16])[CH3:4].[CH3:17][c:18]1[cH:19][c:20]([C:24](=[O:25])[NH:26][NH2:27])[o:21][c:22]1[CH3:23].[CH:28]([Cl:29])([Cl:30])[Cl:31].[ClH:1]>>[C:5]([CH2:6][S:7](=[O:8])(=[O:9])[c:10]1[cH:11][cH:12][cH:13][cH:14][cH:15]1)([NH2:16])=[N:27][NH:26][C:24]([c:20]1[cH:19][c:18]([CH3:17])[c:22]([CH3:23])[o:21]1)=[O:25].